From a dataset of the Open Reaction Database (ORD), a public repository of structured organic reaction records. describe an organic reaction: reactants, conditions, products, and yield Starting materials: Cl.ClC1=C2C(=NC(=C1)C1=CC(=CC=C1)Cl)CCC2 (4-chloro-2-(3-chlorophenyl)-6,7-dihydro-5H-cyclopenta[b]pyridine HCl salt), NC1=CC=C(C=C1)CCCC(=O)OC (methyl 4-(4-aminophenyl)butanoate). Reaction conditions: temperature 150 celsius. Yields the product ClC=1C=C(C=CC1)C1=CC(=C2C(=N1)CCC2)NC2=CC=C(C=C2)CCCC(=O)OC (methyl 4-[4-[[2-(3-chlorophenyl)-6,7-dihydro-5H-cyclopenta[b]pyridin-4-yl]amino]phenyl]butanoate). Isolated yield 79.0%. As a reaction SMILES: Cl.Cl[C:3]1[CH:8]=[C:7]([C:9]2[CH:14]=[CH:13][CH:12]=[C:11]([Cl:15])[CH:10]=2)[N:6]=[C:5]2[CH2:16][CH2:17][CH2:18][C:4]=12.[NH2:19][C:20]1[CH:25]=[CH:24][C:23]([CH2:26][CH2:27][CH2:28][C:29]([O:31][CH3:32])=[O:30])=[CH:22][CH:21]=1>>[Cl:15][C:11]1[CH:10]=[C:9]([C:7]2[N:6]=[C:5]3[CH2:16][CH2:17][CH2:18][C:4]3=[C:3]([NH:19][C:20]3[CH:21]=[CH:22][C:23]([CH2:26][CH2:27][CH2:28][C:29]([O:31][CH3:32])=[O:30])=[CH:24][CH:25]=3)[CH:8]=2)[CH:14]=[CH:13][CH:12]=1 |f:0.1|. Procedure details: An 18-mL test tube was charged with 4-chloro-2-(3-chlorophenyl)-6,7-dihydro-5H-cyclopenta[b]pyridine HCl salt (10 mg, 0.033 mmol, 1 eq. Synthesis of this compound was described in step 1 of EXAMPLE 1) and methyl 4-(4-aminophenyl)butanoate (17 mg, 0.088 mmol, 2.7 eq.). The resulting mixture was heated at 150° C. under Ar for 1 hr. After cooling to room temperature, the mixture was partitioned between NaHCO3 aq. (10 ml) and dichloromethane (10 ml). The organic layer was collected and concentrated ... Starting materials: C1(C=2C(C(N1CC1=CC=C(C#N)C=C1)=O)=CC=CC2)=O (4-phthalimidomethylbenzonitrile), O.NN (hydrazine hydrate). Product: NCC1=CC=C(C#N)C=C1 (4-aminomethylbenzonitrile). Reported procedure: Next, 26.0 g (99 mmols) of 4-phthalimidomethylbenzonitrile prepared in the same manner as above was admixed with 6.32 ml (0.129 mol) of hydrazine hydrate and 300 ml of methanol. The mixture was refluxed for 1 hour, cooled to room temperature and concentrated. The residue was dissolved in 300 ml of 1 mol dm-3NaOH, followed by extraction with ether. The ethereal layer was washed with saturated aqueous solution of sodium chloride, dryed over MgSO4 and concentrated, affording 11.8 g (yield 90%) of 4... The solvent is CO (methanol). Isolated yield 90.2%. RXN SMILES: C1(=O)[N:5]([CH2:6][C:7]2[CH:14]=[CH:13][C:10]([C:11]#[N:12])=[CH:9][CH:8]=2)C(=O)C2=CC=CC=C12.O.NN>CO>[NH2:12][CH2:11][C:10]1[CH:13]=[CH:14][C:7]([C:6]#[N:5])=[CH:8][CH:9]=1 |f:1.2|. The reactants are CC(=O)[O-], CC(=O)O, ClI, [Na+], [Na+], [Na+], [Na+], [OH-], O=S([O-])([O-])=S, Nc1ccnc(-c2ccccc2)c1. Product: Nc1cc(-c2ccccc2)ncc1I. Reaction SMILES: [CH3:15][C:16](=[O:17])[O-:18].[CH3:30][C:31](=[O:32])[OH:33].[I:19][Cl:20].[Na+:14].[Na+:26].[Na+:27].[Na+:29].[OH-:28].[S:21]([O-:22])([O-:23])(=[O:24])=[S:25].[c:1]1(-[c:7]2[n:8][cH:9][cH:10][c:11]([NH2:13])[cH:12]2)[cH:2][cH:3][cH:4][cH:5][cH:6]1>>[c:1]1(-[c:7]2[n:8][cH:9][c:10]([I:19])[c:11]([NH2:13])[cH:12]2)[cH:2][cH:3][cH:4][cH:5][cH:6]1. The product is CC1=CC(=NC(=C1)C)NC(CN)=O (N-(4,6-DIMETHYLPYRIDIN-2-YL)GLYCINAMIDE). Reagents/catalysts: [Pd] (Palladium-on-carbon). Reactants: C(C1=CC=CC=C1)OC(=O)N(CC(=O)NCC(=O)N)C1=NC(=CC(=C1)C)C (BENZYLOXYCARBONYL-N-(4,6-DIMETHYLPYRIDIN-2-YL)GLYCYLGLYCINAMIDE), CO (methanol). Reaction SMILES: C(OC([N:11]([C:20]1[CH:25]=[C:24]([CH3:26])[CH:23]=[C:22]([CH3:27])[N:21]=1)[CH2:12][C:13]([NH:15]CC(N)=O)=O)=O)C1C=CC=CC=1.C[OH:29]>[Pd]>[CH3:26][C:24]1[CH:23]=[C:22]([CH3:27])[N:21]=[C:20]([NH:11][C:12](=[O:29])[CH2:13][NH2:15])[CH:25]=1. Reported procedure: 1 g (2.6 mmol) of the product of Example 24 is dissolved in 60 ml of methanol. Palladium-on-carbon is added and the whole is stirred under a hydrogen atmosphere. Filtration is then carried out, the methanol is evaporated and the title product is recovered. Starting materials: O=C([O-])[O-], N#CC(=NO)C(N)=O, CS(C)=O, CN(C)C=O, FCBr, [K+], [K+], O. The product is N#CC(=NOCF)C(N)=O. Reaction SMILES: [C:1](=[O:2])([O-:3])[O-:4].[C:7](#[N:8])[C:9]([C:10](=[O:11])[NH2:12])=[N:13][OH:14].[CH3:19][S:20]([CH3:21])=[O:22].[CH3:23][N:24]([CH3:25])[CH:26]=[O:27].[F:15][CH2:16][Br:17].[K+:5].[K+:6].[OH2:18]>>[C:7](#[N:8])[C:9]([C:10](=[O:11])[NH2:12])=[N:13][O:14][CH2:16][F:15].